describe an organic reaction: reactants, conditions, products, and yield From a dataset of the Open Reaction Database (ORD), a public repository of structured organic reaction records. Reported procedure: Chromium trioxide (0.56 g. 5.6 mM) is added to a stirred solution of pyridine (0.90 g. 11.4 mM) in methylene chloride (14 ml). The flask is stoppered with a Drieritefilled tube. The deep red solution is stirred for approximately fifteen minutes at room temperature after which a solution of cis-9-tetradecen-1-ol (0.9 mM) in a small amount of methylene chloride (approximately 0.2 ml) is added rapidly and the mixture stirred for another 15 minutes. The product is recovered by decantation from the t... Product: C(CCC\C=C/CCCCCCCCCC)=O (cis-5-hexadecenal), alcohol. The reactants are C(CCCCCCC\C=C/CCCC)O (cis-9-tetradecen-1-ol), C(CCCCCCC\C=C/CCCC)O (cis-9-tetradecen-1-ol), aldehyde, N1=CC=CC=C1 (pyridine). The reagents and catalysts are [O-2].[O-2].[O-2].[Cr+6] (Chromium trioxide). Reaction conditions: time 15 minute. RXN SMILES: N1C=CC=[CH:3][CH:2]=1.[CH2:7]([OH:21])[CH2:8][CH2:9][CH2:10][CH2:11][CH2:12][CH2:13][CH2:14]/[CH:15]=[CH:16]\[CH2:17][CH2:18][CH2:19][CH3:20]>C(Cl)Cl.[O-2].[O-2].[O-2].[Cr+6]>[CH:7](=[O:21])[CH2:8][CH2:9][CH2:10]/[CH:11]=[CH:12]\[CH2:13][CH2:14][CH2:15][CH2:16][CH2:17][CH2:18][CH2:19][CH2:20][CH2:2][CH3:3] |f:3.4.5.6|. Run in C(Cl)Cl (methylene chloride), C(Cl)Cl (methylene chloride). Reactants: CC1(C)CC(c2ccccc2N)Nc2ccc(C#N)cc21, O, c1ccncc1, O=S(=O)(Cl)c1cccnc1. Yields the product CC1(C)CC(c2ccccc2NS(=O)(=O)c2cccnc2)Nc2ccc(C#N)cc21. Reaction SMILES: [NH2:1][c:2]1[c:3]([CH:8]2[NH:9][c:10]3[cH:11][cH:12][c:13]([C:20]#[N:21])[cH:14][c:15]3[C:16]([CH3:18])([CH3:19])[CH2:17]2)[cH:4][cH:5][cH:6][cH:7]1.[OH2:38].[cH:32]1[cH:33][cH:34][n:35][cH:36][cH:37]1.[n:22]1[cH:23][c:24]([S:28](=[O:29])(=[O:30])[Cl:31])[cH:25][cH:26][cH:27]1>>[NH:1]([c:2]1[c:3]([CH:8]2[NH:9][c:10]3[cH:11][cH:12][c:13]([C:20]#[N:21])[cH:14][c:15]3[C:16]([CH3:18])([CH3:19])[CH2:17]2)[cH:4][cH:5][cH:6][cH:7]1)[S:28]([c:24]1[cH:23][n:22][cH:27][cH:26][cH:25]1)(=[O:29])=[O:30]. Reactants: FC(C1=CC=C(C=C1)C(=O)NC1=CC(=C(C=C1)C)NC1=NC=CC(=N1)C=1C=NC=CC1)N1CCNCC1 ([4-(fluoropiperazinylmethyl)phenyl]-N-{4-methyl-3-[(4-(3-pyridyl)-pyrimidin-2-yl)amino]phenyl}carboxamide), CC=O (CH3CHO). The product is C(C)N1CCN(CC1)C(C1=CC=C(C=C1)C(=O)NC1=CC(=C(C=C1)C)NC1=NC=CC(=N1)C=1C=NC=CC1)F ({4-[(4-ethylpiperazinyl)fluoromethyl]phenyl}-N-{4-methyl-3-[(4-(3-pyridyl)pyrimidin-2-yl)amino]phenyl}carboxamide). As a reaction SMILES: [F:1][CH:2]([N:32]1[CH2:37][CH2:36][NH:35][CH2:34][CH2:33]1)[C:3]1[CH:8]=[CH:7][C:6]([C:9]([NH:11][C:12]2[CH:17]=[CH:16][C:15]([CH3:18])=[C:14]([NH:19][C:20]3[N:25]=[C:24]([C:26]4[CH:27]=[N:28][CH:29]=[CH:30][CH:31]=4)[CH:23]=[CH:22][N:21]=3)[CH:13]=2)=[O:10])=[CH:5][CH:4]=1.[CH3:38][CH:39]=O>>[CH2:38]([N:35]1[CH2:34][CH2:33][N:32]([CH:2]([F:1])[C:3]2[CH:8]=[CH:7][C:6]([C:9]([NH:11][C:12]3[CH:17]=[CH:16][C:15]([CH3:18])=[C:14]([NH:19][C:20]4[N:25]=[C:24]([C:26]5[CH:27]=[N:28][CH:29]=[CH:30][CH:31]=5)[CH:23]=[CH:22][N:21]=4)[CH:13]=3)=[O:10])=[CH:5][CH:4]=2)[CH2:37][CH2:36]1)[CH3:39]. Reported procedure: The product from Example 3 was ethylated via reductive amination with CH3CHO/NaBHCN afforded the title compound. Mass: (M+1), 526. Reactants: [OH-].[Na+] (sodium hydroxide), OC=1C(=NC(=CC1)OC)C(=O)OC (Methyl 3-hydroxy-6-methoxypicolinate), Cl (hydrochloric acid). Run in CO (methanol). Conditions: time 3 hour. Yields the product OC=1C(=NC(=CC1)OC)C(=O)O (3-Hydroxy-6-methoxypicolinic acid). The yield is 75.8%. RXN SMILES: [OH:1][C:2]1[C:3]([C:10]([O:12]C)=[O:11])=[N:4][C:5]([O:8][CH3:9])=[CH:6][CH:7]=1.[OH-].[Na+].Cl>CO>[OH:1][C:2]1[C:3]([C:10]([OH:12])=[O:11])=[N:4][C:5]([O:8][CH3:9])=[CH:6][CH:7]=1 |f:1.2|. Procedure details: Methyl 3-hydroxy-6-methoxypicolinate (80 mg) was dissolved in 4 ml of methanol. A 1 N aqueous sodium hydroxide solution (2 ml) was added to the solution, and a reaction was allowed to proceed at room temperature for 3 hr. The reaction solution was adjusted to pH 3 by the addition of 1 N hydrochloric acid. The precipitate was collected by filtration to give 56 mg (yield 76%) of the title compound. Starting materials: C(CCC)[Sn](C(=C)OCC)(CCCC)CCCC (Tributyl(1-ethoxyvinyl)stannane), IC=1C=NN(C1C1=CC=C(C=C1)C)C (4-iodo-1-methyl-5-(4-methylphenyl)-1H-pyrazole), [Cl-].[Li+] (lithium chloride). The reagents and catalysts are C=1C=CC(=CC1)[P](C=2C=CC=CC2)(C=3C=CC=CC3)[Pd]([P](C=4C=CC=CC4)(C=5C=CC=CC5)C=6C=CC=CC6)([P](C=7C=CC=CC7)(C=8C=CC=CC8)C=9C=CC=CC9)[P](C=1C=CC=CC1)(C=1C=CC=CC1)C=1C=CC=CC1 (tetrakis(triphenylphosphine)palladium(0)). The solvent is CN(C=O)C (N,N-dimethylformamide). Run at temperature 90 celsius, time 18 hour. The product is CN1N=CC(=C1C1=CC=C(C=C1)C)C(C)=O (1-[1-methyl-5-(4-methylphenyl)-1H-pyrazol-4-yl]ethanone). RXN SMILES: C([Sn](CCCC)(CCCC)[C:6]([O:8]CC)=[CH2:7])CCC.I[C:20]1[CH:21]=[N:22][N:23]([CH3:32])[C:24]=1[C:25]1[CH:30]=[CH:29][C:28]([CH3:31])=[CH:27][CH:26]=1.[Cl-].[Li+]>CN(C)C=O.C1C=CC([P]([Pd]([P](C2C=CC=CC=2)(C2C=CC=CC=2)C2C=CC=CC=2)([P](C2C=CC=CC=2)(C2C=CC=CC=2)C2C=CC=CC=2)[P](C2C=CC=CC=2)(C2C=CC=CC=2)C2C=CC=CC=2)(C2C=CC=CC=2)C2C=CC=CC=2)=CC=1>[CH3:32][N:23]1[C:24]([C:25]2[CH:30]=[CH:29][C:28]([CH3:31])=[CH:27][CH:26]=2)=[C:20]([C:6](=[O:8])[CH3:7])[CH:21]=[N:22]1 |f:2.3,^1:43,45,64,83|. Procedure details: Tributyl(1-ethoxyvinyl)stannane (95%, 1.39 mL, 3.88 mmol) was added to a mixture of 4-iodo-1-methyl-5-(4-methylphenyl)-1H-pyrazole (768 mg, 2.58 mmol), tetrakis(triphenylphosphine)palladium(0) (298 mg, 0.258 mmol) and lithium chloride (98%, 279 mg, 6.45 mmol) in N,N-dimethylformamide (20 mL), and the reaction was stirred at 90° C. for 18 hours. After cooling, the mixture was filtered through Celite, and concentrated in vacuo; silica gel chromatography (Gradient: 10% to 50% ethyl acetate in hepta...